This data is from the Open Reaction Database (ORD), a public repository of structured organic reaction records. The task is: describe an organic reaction: reactants, conditions, products, and yield Reaction SMILES: [CH3:1][O:2][C:3]1[CH:8]=[CH:7][C:6]([C:9]([C:11]2[C:12]([OH:20])=[N:13][C:14]([O:18][CH3:19])=[CH:15][C:16]=2[CH3:17])=O)=[CH:5][CH:4]=1.C([BH3-])#N.[Na+]>O1CCCC1>[CH3:19][O:18][C:14]1[NH:13][C:12](=[O:20])[C:11]([CH2:9][C:6]2[CH:5]=[CH:4][C:3]([O:2][CH3:1])=[CH:8][CH:7]=2)=[C:16]([CH3:17])[CH:15]=1 |f:1.2|. The product is COC1=CC(=C(C(N1)=O)CC1=CC=C(C=C1)OC)C (6-methoxy-3-(4-methoxybenzyl)-4-methyl-1H-pyridin-2-one). Conditions: temperature 65 celsius, time 2 hour. Procedure: To a solution of 3-cyano-2,6-dimethoxy-4-methylpyridine (0.11 g) in tetrahydrofuran (3 mL) was added diisobutylaluminum hydride (1.5 mol/L solution in toluene, 0.53 mL) at 0° C. The temperature was raised to room temperature, and the reaction solution was stirred for 5 days. To the reaction mixture was added 1 mol/L hydrochloric acid, and the mixture was extracted with diethyl ether. The organic layer was dried over anhydrous sodium sulfate, and the solvent was removed under reduced pressure. Th... The solvent is O1CCCC1 (tetrahydrofuran). Yield: 38.3%. Starting materials: COC1=CC=C(C=C1)C(=O)C=1C(=NC(=CC1C)OC)O (2-hydroxy-6-methoxy-4-methyl-pyridin-3-yl 4-methoxyphenyl ketone), C(#N)[BH3-].[Na+] (sodium cyanoborohydride). The solvent is CN(C)C=O (DMF), O (water). Yields the product ClC1=CC=C(CNC(=O)C=2C(C3=C(N(C2)C)C(=C(S3)CN(C)CC(C3=CC=NN3)O)C)=O)C=C1 (N-(4-chlorobenzyl)-2-{[[2-hydroxy-2-(1 H-pyrazol-5-yl)ethyl](methyl)amino]methyl}-3,4-dimethyl-7-oxo-4,7-dihydrothieno[3,2-b]pyridine-6-carboxamide). Reaction SMILES: [Cl:1][C:2]1[CH:25]=[CH:24][C:5]([CH2:6][NH:7][C:8]([C:10]2[C:11](=[O:23])[C:12]3[S:19][C:18]([CH2:20]Cl)=[C:17]([CH3:22])[C:13]=3[N:14]([CH3:16])[CH:15]=2)=[O:9])=[CH:4][CH:3]=1.Cl.Cl.[CH3:28][NH:29][CH2:30][CH:31]([C:33]1[NH:37][N:36]=[CH:35][CH:34]=1)[OH:32].C(N(C(C)C)CC)(C)C>CN(C=O)C.O>[Cl:1][C:2]1[CH:25]=[CH:24][C:5]([CH2:6][NH:7][C:8]([C:10]2[C:11](=[O:23])[C:12]3[S:19][C:18]([CH2:20][N:29]([CH2:30][CH:31]([OH:32])[C:33]4[NH:37][N:36]=[CH:35][CH:34]=4)[CH3:28])=[C:17]([CH3:22])[C:13]=3[N:14]([CH3:16])[CH:15]=2)=[O:9])=[CH:4][CH:3]=1 |f:1.2.3|. Reported procedure: A mixture of N-(4-chlorobenzyl)-2-(chloromethyl)-3,4-dimethyl-7-oxo-4,7-dihydrothieno[3,2-b]pyridine-6-carboxamide (100 mg, 0.25 mmol), 2-(methylamino)-1-(1H-pyrazol-5-yl)ethanol dihydrochloride Preparation 97)(67 mg, 0.38 mmol) and diisopropylethylamine (201 μL, 1.14 mmol) in dry DMF (5 mL) was heated to 60° C., becoming a solution. The reaction was stirred for 48 hours at that temperature. After cooling to room temperature, the solution was diluted with water (15 mL). The resulting milky suspe... Reaction conditions: temperature 60 celsius, time 48 hour. Reactants: ClC1=CC=C(CNC(=O)C=2C(C3=C(N(C2)C)C(=C(S3)CCl)C)=O)C=C1 (N-(4-chlorobenzyl)-2-(chloromethyl)-3,4-dimethyl-7-oxo-4,7-dihydrothieno[3,2-b]pyridine-6-carboxamide), Cl.Cl.CNCC(O)C1=CC=NN1 (2-(methylamino)-1-(1H-pyrazol-5-yl)ethanol dihydrochloride), C(C)(C)N(CC)C(C)C (diisopropylethylamine). Starting materials: C=CC, Cc1ccccc1, O. Product: CC(C)Cc1ccccc1. As a reaction SMILES: [CH2:8]=[CH:9][CH3:10].[CH3:1][c:2]1[cH:3][cH:4][cH:5][cH:6][cH:7]1.[OH2:11]>>[CH2:1]([c:2]1[cH:3][cH:4][cH:5][cH:6][cH:7]1)[CH:9]([CH3:8])[CH3:10]. The reactants are CC(C(=O)OC1(CCCCC1)C)C1=CC2=C(N3C(S2)=NC(C=C3C3=CC=CC=C3)=O)C=C1 (1-methylcyclohexyl α-methyl-2-oxo-4-phenyl-2H-pyrimido[2,1-b]benzothiazole-8-acetate), NC=1SC2=C(N1)C=CC(=C2)C(C(=O)OC21CC3CC(CC(C2)C3)C1)C (1-adamantyl 2-amino-α-methylbenzothiazole-6-acetate). Run at temperature 160 celsius. The product is CC(C(=O)OC12CC3CC(CC(C1)C3)C2)C2=CC3=C(N1C(S3)=NC(C=C1C1=CC=CC=C1)=O)C=C2 (1-adamantyl α-methyl-2-oxo-4-phenyl-2H-pyrimido[2,1-b]benzothiazole-8-acetate). Yield: 39.0%. RXN SMILES: [CH3:1][CH:2]([C:13]1[CH:32]=[CH:31][C:16]2[N:17]3[C:23]([C:24]4[CH:29]=[CH:28][CH:27]=[CH:26][CH:25]=4)=[CH:22][C:21](=[O:30])[N:20]=[C:18]3[S:19][C:15]=2[CH:14]=1)[C:3]([O:5][C:6]1([CH3:12])[CH2:11][CH2:10][CH2:9][CH2:8][CH2:7]1)=[O:4].NC1S[C:36]2[CH:42]=C(C(C)C(OC34CC5CC(CC(C5)C3)C4)=O)C=C[C:37]=2N=1>>[CH3:1][CH:2]([C:13]1[CH:32]=[CH:31][C:16]2[N:17]3[C:23]([C:24]4[CH:25]=[CH:26][CH:27]=[CH:28][CH:29]=4)=[CH:22][C:21](=[O:30])[N:20]=[C:18]3[S:19][C:15]=2[CH:14]=1)[C:3]([O:5][C:6]12[CH2:12][CH:36]3[CH2:42][CH:8]([CH2:9][CH:10]([CH2:37]3)[CH2:11]1)[CH2:7]2)=[O:4]. Procedure: Using a method similar to that used in the preparation of 1-methylcyclohexyl α-methyl-2-oxo-4-phenyl-2H-pyrimido[2,1-b]benzothiazole-8-acetate, 8.9 g of 1-adamantyl 2-amino-α-methylbenzothiazole-6-acetate were reacted with heating at 160° C. for 1 hour to obtain 4.73 g (39% yield) of 1-adamantyl α-methyl-2-oxo-4-phenyl-2H-pyrimido[2,1-b]benzothiazole-8-acetate as a yellow solid after crystallization from ethyl acetate/petroleum ether melting at 188°-190° C. Starting materials: O=C([O-])O, ClCCl, CCCC[N+](CCCC)(CCCC)CCCC, O=C(O)CCCC(=O)NCC(=O)N1CCCC1C(=O)OCc1ccc([N+](=O)[O-])cc1, [Na+], O, O=S(=O)([O-])O. The product is O=C(CCCC(=O)OCCl)NCC(=O)N1CCCC1C(=O)OCc1ccc([N+](=O)[O-])cc1. RXN SMILES: [C:31](=[O:32])([OH:33])[O-:34].[CH2:36]([Cl:37])[Cl:38].[CH2:45]([N+:46]([CH2:47][CH2:48][CH2:49][CH3:50])([CH2:51][CH2:52][CH2:53][CH3:54])[CH2:55][CH2:56][CH2:57][CH3:58])[CH2:59][CH2:60][CH3:61].[N+:1](=[O:2])([O-:3])[c:4]1[cH:5][cH:6][c:7]([CH2:8][O:9][C:10]([CH:11]2[N:12]([C:16]([CH2:17][NH:18][C:19]([CH2:20][CH2:21][CH2:22][C:23](=[O:24])[OH:25])=[O:26])=[O:27])[CH2:13][CH2:14][CH2:15]2)=[O:28])[cH:29][cH:30]1.[Na+:35].[OH2:39].[S:40]([O-:41])([OH:42])(=[O:43])=[O:44]>>[N+:1](=[O:2])([O-:3])[c:4]1[cH:5][cH:6][c:7]([CH2:8][O:9][C:10]([CH:11]2[N:12]([C:16]([CH2:17][NH:18][C:19]([CH2:20][CH2:21][CH2:22][C:23](=[O:24])[O:25][CH2:36][Cl:37])=[O:26])=[O:27])[CH2:13][CH2:14][CH2:15]2)=[O:28])[cH:29][cH:30]1.